Dataset: the Open Reaction Database (ORD), a public repository of structured organic reaction records. Task: describe an organic reaction: reactants, conditions, products, and yield Reactants: N[C@H](CCO)CCC ((S)-3-Aminohexan-1-ol), NC1=NC(=C(C(=N1)Cl)CC1=C(C=C(C=C1)CC#N)F)C (2-(4-((2-Amino-4-chloro-6-methylpyrimidin-5-yl)methyl)-3-fluorophenyl)acetonitrile). Solvent: C(CCC)O (butan-1-ol). Run at time 2 hour. The product is NC1=NC(=C(C(=N1)N[C@H](CCO)CCC)CC1=C(C=C(C=C1)CC#N)F)C ((S)-2-(4-((2-Amino-4-(1-hydroxyhexan-3-ylamino)-6-methylpyrimidin-5-yl)methyl)-3-fluorophenyl)acetonitrile). Reaction SMILES: [NH2:1][C@@H:2]([CH2:6][CH2:7][CH3:8])[CH2:3][CH2:4][OH:5].[NH2:9][C:10]1[N:15]=[C:14](Cl)[C:13]([CH2:17][C:18]2[CH:23]=[CH:22][C:21]([CH2:24][C:25]#[N:26])=[CH:20][C:19]=2[F:27])=[C:12]([CH3:28])[N:11]=1>C(O)CCC>[NH2:9][C:10]1[N:15]=[C:14]([NH:1][C@@H:2]([CH2:6][CH2:7][CH3:8])[CH2:3][CH2:4][OH:5])[C:13]([CH2:17][C:18]2[CH:23]=[CH:22][C:21]([CH2:24][C:25]#[N:26])=[CH:20][C:19]=2[F:27])=[C:12]([CH3:28])[N:11]=1. Procedure details: (S)-3-Aminohexan-1-ol (0.966 g) was added to a suspension of the product of example 33 step (iii) (1.2 g) in butan-1-ol (9 mL). The reaction was performed in the CEM Microwave, at 180° C. for 2 h. The solvent was evaporated under reduced pressure and the crude product was purified by flash silica chromatography, to give the subtitle compound as an orange solid, 0.98 g. The reactants are C[O-].[Na+] (Sodium methoxide), ClC1=NC(=NC(=C1N)Cl)C (4,6-dichloro-2-methylpyrimidin-5-amine), CO (methanol). Run at temperature 70 celsius, time 6 hour. Product: COC1=NC(=NC(=C1N)OC)C (4,6-Dimethoxy-2-methylpyrimidin-5-amine). Yield: 100.0%. Reaction SMILES: [CH3:1][O-:2].[Na+].Cl[C:5]1[C:10]([NH2:11])=[C:9](Cl)[N:8]=[C:7]([CH3:13])[N:6]=1.[CH3:14][OH:15]>>[CH3:1][O:2][C:5]1[C:10]([NH2:11])=[C:9]([O:15][CH3:14])[N:8]=[C:7]([CH3:13])[N:6]=1 |f:0.1|. Procedure details: Sodium methoxide (28% solution in methanol, 150 mL) was added dropwise to a stirred solution of 4,6-dichloro-2-methylpyrimidin-5-amine (15.0 g, 84.3 mmol) in methanol (150 mL) at 0° C., and the mixture was stirred at room temperature for 1 hr, at 70° C. for 6 hr. The mixture was concentrated, diluted with aqueous saturated ammonium chloride and extracted with ethyl acetate. The combined organic layer was washed with brine, dried over anhydrous magnesium sulfate, filtered and concentrated in vacu...